This data is from the Open Reaction Database (ORD), a public repository of structured organic reaction records. The task is: describe an organic reaction: reactants, conditions, products, and yield Reactants: C1CCOC1, [Li+], [OH-], O, CCOC(=O)CC1Cc2ccc(OCCc3ccc4c(n3)NCCC4)cc2Cc2ccccc21. The product is O=C(O)CC1Cc2ccc(OCCc3ccc4c(n3)NCCC4)cc2Cc2ccccc21. RXN SMILES: [CH2:37]1[O:38][CH2:39][CH2:40][CH2:41]1.[Li+:36].[OH-:35].[OH2:42].[n:1]1[c:2]([CH2:11][CH2:12][O:13][c:14]2[cH:15][cH:16][c:17]3[c:18]([cH:34]2)[CH2:19][c:20]2[c:21]([cH:30][cH:31][cH:32][cH:33]2)[CH:22]([CH2:24][C:25](=[O:26])[O:27][CH2:28][CH3:29])[CH2:23]3)[cH:3][cH:4][c:5]2[c:10]1[NH:9][CH2:8][CH2:7][CH2:6]2>>[n:1]1[c:2]([CH2:11][CH2:12][O:13][c:14]2[cH:15][cH:16][c:17]3[c:18]([cH:34]2)[CH2:19][c:20]2[c:21]([cH:30][cH:31][cH:32][cH:33]2)[CH:22]([CH2:24][C:25](=[O:26])[OH:27])[CH2:23]3)[cH:3][cH:4][c:5]2[c:10]1[NH:9][CH2:8][CH2:7][CH2:6]2. The product is Cc1ccc2c(n1)OCCO2. As a reaction SMILES: [H-:14].[I:1][c:2]1[n:3][c:4]([CH3:12])[cH:5][cH:6][c:7]1[O:8][CH2:9][CH2:10][OH:11].[Na+:13].[O:15]=[CH:16][N:17]([CH3:18])[CH3:19]>>[c:2]12[n:3][c:4]([CH3:12])[cH:5][cH:6][c:7]1[O:8][CH2:9][CH2:10][O:11]2. The reactants are [H-], Cc1ccc(OCCO)c(I)n1, [Na+], CN(C)C=O. The reactants are O=C1CCCCCC1, C=C(C)C#N, C1CCNC1, Cc1ccccc1, CCO, CC(=O)O, Cc1ccccc1S(=O)(=O)O. Product: CC(C#N)CC1CCCCCC1=O. Reaction SMILES: [C:1]1(=[O:8])[CH2:2][CH2:3][CH2:4][CH2:5][CH2:6][CH2:7]1.[C:25]([C:26](=[CH2:27])[CH3:28])#[N:29].[CH2:9]1[CH2:10][NH:11][CH2:12][CH2:13]1.[CH3:30][c:31]1[cH:32][cH:33][cH:34][cH:35][cH:36]1.[CH3:37][CH2:38][OH:39].[CH3:40][C:41](=[O:42])[OH:43].[c:14]1([CH3:15])[c:16]([S:17]([OH:18])(=[O:19])=[O:20])[cH:21][cH:22][cH:23][cH:24]1>>[C:1]1(=[O:8])[CH:2]([CH2:27][CH:26]([C:25]#[N:29])[CH3:28])[CH2:3][CH2:4][CH2:5][CH2:6][CH2:7]1. Reactants: C1OC=2C=C(CCN)C=CC2O1 (3,4-methylenedioxyphenethylamine), ClC=1C2=C(N=C(N1)C1=NC=CN=C1)SC(=C2)C(F)(F)F (4-chloro-2-(pyrazin-2-yl)-6-trifluoromethyl-thieno-[2,3-d]-pyrimidine). Yields the product N1=C(C=NC=C1)C=1N=C(C2=C(N1)SC(=C2)C(F)(F)F)NCCC2=CC1=C(C=C2)OCO1 (2-(pyrazin-2-yl)-4-(3,4-methylenedioxyphenethylamino)-6-trifluoromethyl-thieno-[2,3-d]-pyrimidine). RXN SMILES: [CH2:1]1[O:12][C:11]2[CH:10]=[CH:9][C:5]([CH2:6][CH2:7][NH2:8])=[CH:4][C:3]=2[O:2]1.Cl[C:14]1[C:15]2[CH:28]=[C:27]([C:29]([F:32])([F:31])[F:30])[S:26][C:16]=2[N:17]=[C:18]([C:20]2[CH:25]=[N:24][CH:23]=[CH:22][N:21]=2)[N:19]=1>>[N:21]1[CH:22]=[CH:23][N:24]=[CH:25][C:20]=1[C:18]1[N:19]=[C:14]([NH:8][CH2:7][CH2:6][C:5]2[CH:9]=[CH:10][C:11]3[O:12][CH2:1][O:2][C:3]=3[CH:4]=2)[C:15]2[CH:28]=[C:27]([C:29]([F:31])([F:32])[F:30])[S:26][C:16]=2[N:17]=1. Procedure: With the procedure of Example 1, the reaction of 3,4-methylenedioxyphenethylamine with 4-chloro-2-(pyrazin-2-yl)-6-trifluoromethyl-thieno-[2,3-d]-pyrimidine yields 2-(pyrazin-2-yl)-4-(3,4-methylenedioxyphenethylamino)-6-trifluoromethyl-thieno-[2,3-d]-pyrimidine. Reactants: C(CC)[C@@H]1CC[C@H](CC1)C1CC=C(CC1)C1=CC=C(C=C1)C1=CCC(CC1)[C@@H]1CC[C@H](CC1)CCC (1,4-bis[4-(trans-4-propylcyclohexyl)cyclohexen-1-yl]benzene), raw material. The reagents and catalysts are [Ni] (Ni). Run in C1(=CC=CC=C1)C (toluene). Yields the product C(CC)[C@@H]1CC[C@H](CC1)[C@@H]1CC[C@H](CC1)C1=CC=C(C=C1)[C@@H]1CC[C@H](CC1)[C@@H]1CC[C@H](CC1)CCC (1,4-bis[trans-4-(trans-4-propylcyclohexyl)cyclohexyl]benzene). Yield: 33.1%. RXN SMILES: [CH2:1]([C@H:4]1[CH2:9][CH2:8][C@H:7]([CH:10]2[CH2:15][CH2:14][C:13]([C:16]3[CH:21]=[CH:20][C:19]([C:22]4[CH2:27][CH2:26][CH:25]([C@H:28]5[CH2:33][CH2:32][C@H:31]([CH2:34][CH2:35][CH3:36])[CH2:30][CH2:29]5)[CH2:24][CH:23]=4)=[CH:18][CH:17]=3)=[CH:12][CH2:11]2)[CH2:6][CH2:5]1)[CH2:2][CH3:3]>[Ni].C1(C)C=CC=CC=1>[CH2:1]([C@H:4]1[CH2:5][CH2:6][C@H:7]([C@H:10]2[CH2:11][CH2:12][C@H:13]([C:16]3[CH:21]=[CH:20][C:19]([C@H:22]4[CH2:27][CH2:26][C@H:25]([C@H:28]5[CH2:29][CH2:30][C@H:31]([CH2:34][CH2:35][CH3:36])[CH2:32][CH2:33]5)[CH2:24][CH2:23]4)=[CH:18][CH:17]=3)[CH2:14][CH2:15]2)[CH2:8][CH2:9]1)[CH2:2][CH3:3]. Procedure details: Raney Ni catalyst (0.5 g) was added to a solution of 1,4-bis[4-(trans-4-propylcyclohexyl)cyclohexen-1-yl]benzene (0.9 g) dissolved in toluene (70 ml), followed by subjecting to catalytic reduction at ordinary temperature under ordinary pressure, tracing the reaction by gas chromatography and stopping the reaction when the raw material disappeared. Since the product was a mixture of cis-form and trans-form substances, it was recrystallized from toluene to obtain an objective product, 1,4-bis[tran... Reactants: C#CC1CC1, CC(O)(CNC(=O)c1cnc(Br)c(-c2ccc(Cl)cc2)n1)C1CC1. Product: CC(O)(CNC(=O)c1cnc(CCC2CC2)c(-c2ccc(Cl)cc2)n1)C1CC1. RXN SMILES: [C:25](#[CH:26])[CH:27]1[CH2:28][CH2:29]1.[CH:1]1([C:4]([CH2:5][NH:6][C:7](=[O:8])[c:9]2[n:10][c:11](-[c:16]3[cH:17][cH:18][c:19]([Cl:22])[cH:20][cH:21]3)[c:12]([Br:15])[n:13][cH:14]2)([CH3:23])[OH:24])[CH2:2][CH2:3]1>>[CH:1]1([C:4]([CH2:5][NH:6][C:7](=[O:8])[c:9]2[n:10][c:11](-[c:16]3[cH:17][cH:18][c:19]([Cl:22])[cH:20][cH:21]3)[c:12]([CH2:26][CH2:25][CH:27]3[CH2:28][CH2:29]3)[n:13][cH:14]2)([CH3:23])[OH:24])[CH2:2][CH2:3]1.